This data is from the Open Reaction Database (ORD), a public repository of structured organic reaction records. The task is: describe an organic reaction: reactants, conditions, products, and yield Starting materials: N1C=NC(=C1)S(=O)(=O)Cl (imidazole- 4-sulfonylchloride), C1(=CC=CC=C1)C=1N=CNC1 (4-phenylimidazole). The solvent is C1CCOC1 (THF). Run at time 18 hour. The product is N1C=NC(=C1)S(=O)(=O)N1C=NC(=C1)C1=CC=CC=C1 (1-(4-IMIDAZOLYLSULFONYL)-4-PHENYLIMIDAZOLE). Yield: 87.4%. RXN SMILES: [NH:1]1[CH:5]=[C:4]([S:6](Cl)(=[O:8])=[O:7])[N:3]=[CH:2]1.[C:10]1([C:16]2[N:17]=[CH:18][NH:19][CH:20]=2)[CH:15]=[CH:14][CH:13]=[CH:12][CH:11]=1>C1COCC1>[NH:1]1[CH:5]=[C:4]([S:6]([N:19]2[CH:20]=[C:16]([C:10]3[CH:15]=[CH:14][CH:13]=[CH:12][CH:11]=3)[N:17]=[CH:18]2)(=[O:8])=[O:7])[N:3]=[CH:2]1. Procedure: A round bottom flask equipped with a magnetic stirrer, reflux condenser and nitrogen inlet was charged with 8.35 g of imidazole- 4-sulfonylchloride and 300 ml or THF. The solution was treated with 14.5 g of 4-phenylimidazole in one portion and the resulting solution stirred 18 hours at room temperature. The precipitate was filtered and the filtrate concentrated at reduced pressure. The solids were triturated with water, filtered, rinsed and dried at high vacuum over NaOH; then dissolved in hot e... The reactants are BrCc1ccccc1, O=C([O-])[O-], CCCC[N+](CCCC)(CCCC)CCCC, Cc1nc(I)ccc1O, CC(C)=O, [I-], [K+], [K+]. The product is Cc1nc(I)ccc1OCc1ccccc1. RXN SMILES: [Br:10][CH2:11][c:12]1[cH:13][cH:14][cH:15][cH:16][cH:17]1.[C:18](=[O:19])([O-:20])[O-:21].[CH2:25]([N+:26]([CH2:27][CH2:28][CH2:29][CH3:30])([CH2:31][CH2:32][CH2:33][CH3:34])[CH2:35][CH2:36][CH2:37][CH3:38])[CH2:39][CH2:40][CH3:41].[CH3:1][c:2]1[n:3][c:4]([I:9])[cH:5][cH:6][c:7]1[OH:8].[CH3:42][C:43](=[O:44])[CH3:45].[I-:24].[K+:22].[K+:23]>>[CH3:1][c:2]1[n:3][c:4]([I:9])[cH:5][cH:6][c:7]1[O:8][CH2:11][c:12]1[cH:13][cH:14][cH:15][cH:16][cH:17]1.